Dataset: the Open Reaction Database (ORD), a public repository of structured organic reaction records. Task: describe an organic reaction: reactants, conditions, products, and yield Reactants: CN1CCC(CC1)=O (1-methyl-4-piperidinone), C(C1=CC=CC=C1)(=O)NN (benzoic acid hydrazide), [BH4-].[Na+] (NaBH4). Solvent: CO (methanol). Conditions: time 1 hour. Product: C(C1=CC=CC=C1)(=O)NNC1CCN(CC1)C (N-Benzoyl-N'-(N-methyl-piperidin-4-yl)-hydrazine). As a reaction SMILES: [C:1]([NH:9][NH2:10])(=[O:8])[C:2]1[CH:7]=[CH:6][CH:5]=[CH:4][CH:3]=1.[CH3:11][N:12]1[CH2:17][CH2:16][C:15](=O)[CH2:14][CH2:13]1.[BH4-].[Na+]>CO>[C:1]([NH:9][NH:10][CH:15]1[CH2:16][CH2:17][N:12]([CH3:11])[CH2:13][CH2:14]1)(=[O:8])[C:2]1[CH:7]=[CH:6][CH:5]=[CH:4][CH:3]=1 |f:2.3|. Procedure details: 272 g (2 mol) of benzoic acid hydrazide are added to 1500 ml of methanol with stirring. Over 1 hour, 226 g (2 mol) of 1-methyl-4-piperidinone are then added dropwise at a temperature of 30° C. Slight cooling is necessary. The reaction mixture is stirred for half an hour at 30° C. and then for a further 1 hour at 60° C. The solution is then cooled to 0° C. and over a period of 2 hours 68 g (1.8 mol) NaBH4 is added using a spatula (strong foaming). Towards the end of the addition the mixture is wa... The reactants are O=Cc1ccccc1, ClCCl, Cl, COC(=O)c1ccc(-c2ccc(CCN)cc2)cc1. Product: COC(=O)c1ccc(-c2ccc(CCNCc3ccccc3)cc2)cc1. RXN SMILES: [CH:21](=[O:22])[c:23]1[cH:24][cH:25][cH:26][cH:27][cH:28]1.[Cl:29][CH2:30][Cl:31].[ClH:1].[NH2:2][CH2:3][CH2:4][c:5]1[cH:6][cH:7][c:8](-[c:11]2[cH:12][cH:13][c:14]([C:17](=[O:18])[O:19][CH3:20])[cH:15][cH:16]2)[cH:9][cH:10]1>>[NH:2]([CH2:3][CH2:4][c:5]1[cH:6][cH:7][c:8](-[c:11]2[cH:12][cH:13][c:14]([C:17](=[O:18])[O:19][CH3:20])[cH:15][cH:16]2)[cH:9][cH:10]1)[CH2:21][c:23]1[cH:24][cH:25][cH:26][cH:27][cH:28]1. Yields the product COC(=O)c1ccc(Oc2ccc(NCc3ccc(C(F)(F)F)cc3)cn2)cc1. As a reaction SMILES: [BH4-:30].[CH3:32][OH:33].[F:1][C:2]([c:3]1[cH:4][cH:5][c:6]([CH:7]=[N:8][c:9]2[cH:10][cH:11][c:12]([O:15][c:16]3[cH:17][cH:18][c:19]([C:20](=[O:21])[O:22][CH3:23])[cH:24][cH:25]3)[n:13][cH:14]2)[cH:26][cH:27]1)([F:28])[F:29].[Na+:31]>>[F:1][C:2]([c:3]1[cH:4][cH:5][c:6]([CH2:7][NH:8][c:9]2[cH:10][cH:11][c:12]([O:15][c:16]3[cH:17][cH:18][c:19]([C:20](=[O:21])[O:22][CH3:23])[cH:24][cH:25]3)[n:13][cH:14]2)[cH:26][cH:27]1)([F:28])[F:29]. The reactants are [BH4-], CO, COC(=O)c1ccc(Oc2ccc(N=Cc3ccc(C(F)(F)F)cc3)cn2)cc1, [Na+]. Starting materials: BrC1=C(C=CC(=C1)C(C)C)N1C=C(C2=CC=C(N=C12)C)C#N (1-(2-Bromo-4-isopropylphenyl)-3-cyano-6-methyl-7-azaindole), ClC=1C=C(C(=O)OO)C=CC1 (3-chloro-peroxybenzoic acid), ClCCl.CO (dichloromethane methanol). The solvent is C(Cl)(Cl)Cl (chloroform). Yields the product BrC1=C(C=CC(=C1)C(C)C)N1C=C(C2=CC=C(N=C12)C)C#N (1-(2-bromo-4-isopropylphenyl)-3-cyano-6-methyl-7-azaindole), BrC1=C(C=CC(=C1)C(C)C)N1C=C(C2=CC=C([N+](=C12)[O-])C)C#N (1-(2-bromo-4-isopropylphenyl)-3-cyano-6-methyl-7-azaindole 7-oxide). Isolated yield 142.0%. As a reaction SMILES: [Br:1][C:2]1[CH:7]=[C:6]([CH:8]([CH3:10])[CH3:9])[CH:5]=[CH:4][C:3]=1[N:11]1[C:19]2[C:14](=[CH:15][CH:16]=[C:17]([CH3:20])[N:18]=2)[C:13]([C:21]#[N:22])=[CH:12]1.ClC1C=C(C=CC=1)C(OO)=[O:28].ClCCl.CO>C(Cl)(Cl)Cl>[Br:1][C:2]1[CH:7]=[C:6]([CH:8]([CH3:10])[CH3:9])[CH:5]=[CH:4][C:3]=1[N:11]1[C:19]2[C:14](=[CH:15][CH:16]=[C:17]([CH3:20])[N:18]=2)[C:13]([C:21]#[N:22])=[CH:12]1.[Br:1][C:2]1[CH:7]=[C:6]([CH:8]([CH3:10])[CH3:9])[CH:5]=[CH:4][C:3]=1[N:11]1[C:19]2[C:14](=[CH:15][CH:16]=[C:17]([CH3:20])[N+:18]=2[O-:28])[C:13]([C:21]#[N:22])=[CH:12]1 |f:2.3|. Procedure: Part A: A solution of 1.24 g of 1-(2-bromo-4-isopropyl-phenyl)-3-cyano-6-methyl-7-azaindole (Example 72) and 1.42 g of 85% 3-chloro-peroxybenzoic acid in 20 mL of chloroform was refluxed for 6 hrs. The mixture was cooled and washed first with 10% sodium bicarbonate solution, then with brine. The solution was dried (Na2SO4) and evaporated to give a residue. TLC on silica gel with 95:5 dichloromethane-methanol showed a trace spot at Rf 0.88 and a major spot at Rf 0.34. The material was purified by... Reactants: NC1=C(C=C(C2=C1OCCO2)C(=O)OC)[N+](=O)[O-] (methyl 8-amino-7-nitro-1,4-benzodioxan-5-carboxylate), C(C)(=O)O (acetic acid). The reagents and catalysts are [Pd] (Pd-C). Solvent: C(C)O (ethanol). Yields the product NC=1C=C(C2=C(OCCO2)C1N)C(=O)OC (methyl 7,8-diamino-1,4-benzodioxan-5-carboxylate). Yield: 89.2%. Reaction SMILES: [NH2:1][C:2]1[C:7]2[O:8][CH2:9][CH2:10][O:11][C:6]=2[C:5]([C:12]([O:14][CH3:15])=[O:13])=[CH:4][C:3]=1[N+:16]([O-])=O.C(O)(=O)C>C(O)C.[Pd]>[NH2:16][C:3]1[CH:4]=[C:5]([C:12]([O:14][CH3:15])=[O:13])[C:6]2[O:11][CH2:10][CH2:9][O:8][C:7]=2[C:2]=1[NH2:1]. Reported procedure: A stirred suspension of methyl 8-amino-7-nitro-1,4-benzodioxan-5-carboxylate (300 mg, 0.0012 mole) in ethanol (30 ml) together with glacial acetic acid (5 ml) was hydrogenareal over 10% Pd-C (100 mg) at atmospheric pressure and temperature for 5 h. The catalyst was filtered off and the filtrate concentrated in vacuo. The residue was basified with concentrated potassium carbonate solution and extracted with ethyl acetate. The extract was dried (Na2SO4) and concentrated in vacuo to afford methyl 7... Reactants: FC(CO)(F)F (2,2,2-trifluoroethanol), C(OCC)(=O)Cl (ethyl chlorocarbonate), [OH-].[K+] (potassium hydroxide). Run in C(C)OCC (diethyl ether). Reaction conditions: time 12 hour. Yields the product C(OCC)(OCC(F)(F)F)=O (ethyl 2,2,2-trifluoroethyl carbonate). The yield is 69.7%. RXN SMILES: [F:1][C:2]([F:6])([F:5])[CH2:3][OH:4].[C:7](Cl)(=[O:11])[O:8][CH2:9][CH3:10].[OH-].[K+]>C(OCC)C>[C:7](=[O:11])([O:4][CH2:3][C:2]([F:6])([F:5])[F:1])[O:8][CH2:9][CH3:10] |f:2.3|. Reported procedure: In a flask (5-liter volume), 2,2,2-trifluoroethanol (800 g, 8.0 mol), ethyl chlorocarbonate (867 g, 8.0 mol) and diethyl ether (1000 ml) were charged. While the flask was cooled so that the reaction was carried out at -5° C. to 0 ° C., a 29.5% by weight aqueous solution of potassium hydroxide (1500 g) was added dropwise to the flask for 6 hours and the mixture was stirred for 12 hours at room temperature. The ether layer was separated, washed with water, dried and distilled to give ethyl 2,2,2-t... Starting materials: CI, CCO, Oc1ccc(Br)cc1F, [K+], [OH-]. Yields the product COc1ccc(Br)cc1F. Reaction SMILES: [CH3:12][I:13].[CH3:14][CH2:15][OH:16].[F:1][c:2]1[c:3]([OH:9])[cH:4][cH:5][c:6]([Br:8])[cH:7]1.[K+:11].[OH-:10]>>[F:1][c:2]1[c:3]([O:9][CH3:12])[cH:4][cH:5][c:6]([Br:8])[cH:7]1. The reactants are Br (hydrobromic acid), C(#N)[C@@H]1[C@]2(C)[C@@H](CC1)[C@@H]1CC[C@H]3C[C@H]4[C@@H](C[C@]3(C)[C@H]1C(C2)=O)O4 (17β-cyano-2α,3α-epoxy-5α-androstan-11-one). Run in C(Cl)(Cl)Cl (chloroform). Reaction conditions: time 1 hour. Yields the product Br[C@@H]1[C@H](C[C@@H]2CC[C@H]3[C@@H]4CC[C@@H]([C@@]4(C)CC([C@@H]3[C@]2(C1)C)=O)C#N)O (2β-Bromo-17β-cyano-3α-hydroxy-5α-androstan-11-one). Reaction SMILES: [BrH:1].[C:2]([C@H:4]1[CH2:9][CH2:8][C@H:7]2[C@H:10]3[C@H:20]([C:21](=[O:23])[CH2:22][C@:5]12[CH3:6])[C@:18]1([CH3:19])[C@H:13]([CH2:14][C@@H:15]2[O:24][C@@H:16]2[CH2:17]1)[CH2:12][CH2:11]3)#[N:3]>C(Cl)(Cl)Cl>[Br:1][C@H:16]1[CH2:17][C@@:18]2([CH3:19])[C@@H:13]([CH2:12][CH2:11][C@@H:10]3[C@@H:20]2[C:21](=[O:23])[CH2:22][C@@:5]2([CH3:6])[C@H:7]3[CH2:8][CH2:9][C@@H:4]2[C:2]#[N:3])[CH2:14][C@@H:15]1[OH:24]. Procedure details: Aqueous 48% hydrobromic acid (60 ml.) was added to a solution of 17β-cyano-2α,3α-epoxy-5α-androstan-11-one (3.03g.) in chloroform (175ml.) and the mixture stirred at room temperature for 1 hr. The organic phase was separated, washed with aqueous 10% sodium bicarbonate and water and dried. Filtration and evaporation followed by preparative t.l.c. afforded the pure title compound as a white froth (2.16g.); [α]D + 68.5°, (c 0.6). The reactants are O (water), CNC1=CC=CC=C1 (N-methylaniline), BrN1C(CCC1=O)=O (N-bromosuccinimide). Solvent: CN(C)C=O (DMF), CN(C)C=O (DMF). Conditions: time 20 hour. The product is BrC1=CC=C(NC)C=C1 (4-bromo-N-methylaniline). Yield: 104.8%. As a reaction SMILES: [CH3:1][NH:2][C:3]1[CH:8]=[CH:7][CH:6]=[CH:5][CH:4]=1.[Br:9]N1C(=O)CCC1=O.O>CN(C=O)C>[Br:9][C:6]1[CH:7]=[CH:8][C:3]([NH:2][CH3:1])=[CH:4][CH:5]=1. Procedure: To a solution of N-methylaniline (10.0 g) in DMF (100 ml) was added dropwise a solution of at room temperature N-bromosuccinimide (16.6 g) in DMF (100 ml), and the mixture was stirred at room temperature for 20 hours. The reaction mixture was added to water, and the mixture was extracted with diethylether. The organic layer was washed with water and saturated brine, dried with magnesium sulfate and concentrated under reduced pressure to give pale yellow oil of 4-bromo-N-methylaniline (18.18 g).